Dataset: the Open Reaction Database (ORD), a public repository of structured organic reaction records. Task: describe an organic reaction: reactants, conditions, products, and yield Product: C(C1=CC=CC=C1)N1C(=NC(=C1)C(N(CCCC)CCCC)=O)C1=C(C=C(C(=O)OC)C=C1)C(=O)OCC1=CC=CC=C1 (3-Benzyl 1-methyl 4-(1-benzyl-4-(dibutylcarbamoyl)-1H-imidazol-2-yl)isophthalate). RXN SMILES: [CH2:1]([N:5]([CH2:33][CH2:34][CH2:35][CH3:36])[C:6]([C:8]1[N:9]=[C:10]([C:13]2[CH:22]=[CH:21][C:16]([C:17]([O:19][CH3:20])=[O:18])=[CH:15][C:14]=2[C:23]([O:25][CH2:26][C:27]2[CH:32]=[CH:31][CH:30]=[CH:29][CH:28]=2)=[O:24])[NH:11][CH:12]=1)=[O:7])[CH2:2][CH2:3][CH3:4].[CH2:37](Br)[C:38]1[CH:43]=[CH:42][CH:41]=[CH:40][CH:39]=1>>[CH2:37]([N:11]1[CH:12]=[C:8]([C:6](=[O:7])[N:5]([CH2:1][CH2:2][CH2:3][CH3:4])[CH2:33][CH2:34][CH2:35][CH3:36])[N:9]=[C:10]1[C:13]1[CH:22]=[CH:21][C:16]([C:17]([O:19][CH3:20])=[O:18])=[CH:15][C:14]=1[C:23]([O:25][CH2:26][C:27]1[CH:28]=[CH:29][CH:30]=[CH:31][CH:32]=1)=[O:24])[C:38]1[CH:43]=[CH:42][CH:41]=[CH:40][CH:39]=1. Reactants: Intermediate 271F, C(CCC)N(C(=O)C=1N=C(NC1)C1=C(C=C(C(=O)OC)C=C1)C(=O)OCC1=CC=CC=C1)CCCC (3-benzyl 1-methyl 4-(4-(dibutylcarbamoyl)-1H-imidazol-2-yl)isophthalate), C(C1=CC=CC=C1)Br (benzylbromide). Procedure: Following a procedure analogous to that for the synthesis of Intermediate 271F, 3-benzyl 1-methyl 4-(4-(dibutylcarbamoyl)-1H-imidazol-2-yl)isophthalate (200 mg, 0.40 mmol) and benzylbromide (83 mg, 0.48 mmol) were converted to the title compound (180 mg, 76%). 1H NMR (CDCl3) 8.68 (d, J=1.6 Hz, 1H), 8.15 (dd, J=8.0, 2.0 Hz, 1H), 7.43 (s, 1H), 7.39-7.34 (m, 4H), 7.28-7.26 (m, 2H), 7.21-7.17 (m, 3H), 6.90-6.88 (m, 2H), 5.15 (s, 2H), 4.64 (s, 2H), 3.96 (s, 3H), 3.90 (br s, 2H), 3.43 (br s, 2H), 1.70... The yield is 77.4%. Starting materials: ClC=1C(=CC2=C(OCO2)C1)CN1C(=NC(=C1C(=O)OCC)SC)CCC (ethyl 1-[(6-chloro-1,3-benzodioxol-5-yl) methyl]-4-(methylthio)-2-propyl-1H-imidazole-5-carboxylate), ClC1=CC(=CC=C1)C(=O)OO (metachloroperbenzoic acid). Run in C(Cl)Cl (methylene chloride). Run at time 1 hour. Yields the product ClC=1C(=CC2=C(OCO2)C1)CN1C(=NC(=C1C(=O)OCC)S(=O)C)CCC (ethyl 1-[(6-chloro-1,3-benzodioxol-5-yl)methyl]-4-(methylsulphinyl)-2-propyl-1H-imidazole-5-carboxylate). Yield: 91.3%. RXN SMILES: [Cl:1][C:2]1[C:3]([CH2:11][N:12]2[C:16]([C:17]([O:19][CH2:20][CH3:21])=[O:18])=[C:15]([S:22][CH3:23])[N:14]=[C:13]2[CH2:24][CH2:25][CH3:26])=[CH:4][C:5]2[O:9][CH2:8][O:7][C:6]=2[CH:10]=1.ClC1C=CC=C(C(OO)=[O:35])C=1>C(Cl)Cl>[Cl:1][C:2]1[C:3]([CH2:11][N:12]2[C:16]([C:17]([O:19][CH2:20][CH3:21])=[O:18])=[C:15]([S:22]([CH3:23])=[O:35])[N:14]=[C:13]2[CH2:24][CH2:25][CH3:26])=[CH:4][C:5]2[O:9][CH2:8][O:7][C:6]=2[CH:10]=1. Reported procedure: 9.26 g of the product obtained in Stage 4 above is introduced into 400 ml of methylene chloride at 0° C. and 5.8 g of metachloroperbenzoic acid is added. Agitation is carried out for one hour at ambient temperature and the reaction medium is washed with sodium and potassium hydride, extraction is carried out with methylene chloride, the extracts are washed with water, dried, and the solvent is evaporated off. After chromatography, 8.8 g of expected product is obtained. M.p.=187° C. The yield is 55.1%. Product: COC=1C=C2C(=CNC2=CC1)[C@@H]1CC[C@@H](CC1)N1CCN(CC1)C1=C2C=CNC2=CC=C1 (5-Methoxy-3-[cis-4-[4-(1H-indol-4-yl)-1-piperazinyl]cyclohexyl]-1H-indole). Reaction SMILES: [CH3:1][O:2][C:3]1[CH:4]=[C:5]2[C:9](=[CH:10][CH:11]=1)[NH:8][CH:7]=[C:6]2[CH:12]1[CH2:17][CH2:16][C:15](=O)[CH2:14][CH2:13]1.[NH:19]1[C:27]2[C:22](=[C:23]([N:28]3[CH2:33][CH2:32][NH:31][CH2:30][CH2:29]3)[CH:24]=[CH:25][CH:26]=2)[CH:21]=[CH:20]1.C(O[BH-](OC(=O)C)OC(=O)C)(=O)C.[Na+].C(O)(=O)C>ClCCCl>[CH3:1][O:2][C:3]1[CH:4]=[C:5]2[C:9](=[CH:10][CH:11]=1)[NH:8][CH:7]=[C:6]2[C@H:12]1[CH2:17][CH2:16][C@@H:15]([N:31]2[CH2:32][CH2:33][N:28]([C:23]3[CH:24]=[CH:25][CH:26]=[C:27]4[C:22]=3[CH:21]=[CH:20][NH:19]4)[CH2:29][CH2:30]2)[CH2:14][CH2:13]1 |f:2.3|. Reported procedure: A solution of 4-(5-methoxy-1H-indol-3-yl)-cyclohexanone (1.2 g, 5 mmol), 1-(indol-4-yl)piperazine (1 g, 5 mmol), sodium triacetoxyborohydride (1.47 g, 6.2 mmol) and acetic acid (0.28 ml, 4 mmol) in 1,2-dichloroethane (20 ml) was allowed to stir at room temperature overnight. The reaction was quenched with 1N sodium hydroxide (10 ml), extracted with methylene chloride (3×60 ml) and washed with brine (3×60 ml). The organic layer was dried over anhydrous sodium sulfate and filtered. Chromatography ... Reactants: COC=1C=C2C(=CNC2=CC1)C1CCC(CC1)=O (4-(5-methoxy-1H-indol-3-yl)-cyclohexanone), C(C)(=O)O (acetic acid), N1C=CC2=C(C=CC=C12)N1CCNCC1 (1-(indol-4-yl)piperazine), C(C)(=O)O[BH-](OC(C)=O)OC(C)=O.[Na+] (sodium triacetoxyborohydride). Run in ClCCCl (1,2-dichloroethane). Run at time 8 hour.